From a dataset of the Open Reaction Database (ORD), a public repository of structured organic reaction records. describe an organic reaction: reactants, conditions, products, and yield Reactants: FC=1C=C(C(=O)O)C=CC1[N+](=O)[O-] (3-fluoro-4-nitrobenzoic acid), S(O)(O)(=O)=O (sulfuric acid), C(C)O (ethanol). Run at time 16 hour. Product: FC=1C=C(C(=O)OCC)C=CC1[N+](=O)[O-] (Ethyl 3-fluoro-4-nitrobenzoate). Reaction SMILES: [F:1][C:2]1[CH:3]=[C:4]([CH:8]=[CH:9][C:10]=1[N+:11]([O-:13])=[O:12])[C:5]([OH:7])=[O:6].S(=O)(=O)(O)O.[CH2:19](O)[CH3:20]>>[F:1][C:2]1[CH:3]=[C:4]([CH:8]=[CH:9][C:10]=1[N+:11]([O-:13])=[O:12])[C:5]([O:7][CH2:19][CH3:20])=[O:6]. Reported procedure: To the liquid mixture of 3-fluoro-4-nitrobenzoic acid 9.71 g and ethanol 35 mL, conc. sulfuric acid 1.6 mL was added, followed by 16 hours' heating under reflux. After distilling the solvent off, water and tert-butyl methyl ether were added to the residue. The organic layer was extracted, washed with water and dried over magnesium sulfate. Distilling the solvent off, 7.40 g of the title compound was obtained. The reactants are CSC1=C(C=CC=C1)NN (2-(methylthio)phenyl hydrazine), N1CCC(CC1)=O (4-piperidone), Cl (hydrochloric acid). The solvent is C(C)O (ethanol), C(C)O (ethanol). Reaction conditions: time 4 hour. The product is CSC1=CC=CC=2C3=C(NC12)CCNC3 (6-(methylthio)-2,3,4,5-tetrahydro-1H-pyrido[4,3-b]indole). As a reaction SMILES: [CH3:1][S:2][C:3]1[CH:8]=[CH:7][CH:6]=[CH:5][C:4]=1[NH:9]N.[NH:11]1[CH2:16][CH2:15][C:14](=O)[CH2:13][CH2:12]1.Cl>C(O)C>[CH3:1][S:2][C:3]1[C:4]2[NH:9][C:14]3[CH2:15][CH2:16][NH:11][CH2:12][C:13]=3[C:5]=2[CH:6]=[CH:7][CH:8]=1. Reported procedure: The 2-(methylthio)phenyl hydrazine (5.32 g, 30.0 mmol) and 4-piperidone (4.07 g, 30.0 mmol) were partially dissolved in the ethanol (75 mL) and heated initially to reflux for 1 h. A heavy precipitate formed from the almost clear solution. The reaction was then treated with the conc hydrochloric acid (2.5 mL) and diluted with further ethanol (25 mL) to assist stirring and heating continued for a further 4 h. After cooling to RT overnight the solid was filtered washing isopropanol (25 mL). Obtaine... Reactants: O=C([O-])[O-], C=CCc1c(O)cc(C(=O)OC)cc1C(=O)OC, CS(=O)(=O)c1ccc(F)cc1, [Cs+], [Cs+], [Cu]I, CN(C)C=O. Yields the product C=CCc1c(Oc2ccc(S(C)(=O)=O)cc2)cc(C(=O)OC)cc1C(=O)OC. RXN SMILES: [C:30](=[O:31])([O-:32])[O-:33].[CH2:1]([CH:2]=[CH2:3])[c:4]1[c:5]([C:15](=[O:16])[O:17][CH3:18])[cH:6][c:7]([C:8](=[O:9])[O:10][CH3:11])[cH:12][c:13]1[OH:14].[CH3:19][S:20](=[O:21])(=[O:22])[c:23]1[cH:24][cH:25][c:26]([F:29])[cH:27][cH:28]1.[Cs+:34].[Cs+:35].[Cu:41][I:42].[O:36]=[CH:37][N:38]([CH3:39])[CH3:40]>>[CH2:1]([CH:2]=[CH2:3])[c:4]1[c:5]([C:15](=[O:16])[O:17][CH3:18])[cH:6][c:7]([C:8](=[O:9])[O:10][CH3:11])[cH:12][c:13]1[O:14][c:26]1[cH:25][cH:24][c:23]([S:20]([CH3:19])(=[O:21])=[O:22])[cH:28][cH:27]1. Reactants: O (water), ClC1=CC=C(OCCC(C(=O)OC(C)(C)C)N=C(C2=CC=CC=C2)C2=CC=CC=C2)C=C1 (tert-butyl 4-(4-chlorophenoxy)-2-(diphenylmethyleneamino)butanoate), ICCCCB1OC(C(O1)(C)C)(C)C (2-(4-iodobutyl)-4,4,5,5-tetramethyl-[1,3,2]dioxaborolane), C[Si](C)(C)[N-][Si](C)(C)C.[Na+] (sodium bis(trimethylsilyl)amide). Solvent: O1CCCC1 (tetrahydrofuran). Conditions: time 30 minute. Product: ClC1=CC=C(OCCC(C(=O)OC(C)(C)C)(CCCCB2OC(C(O2)(C)C)(C)C)N=C(C2=CC=CC=C2)C2=CC=CC=C2)C=C1 (tert-butyl 2-(2-(4-chlorophenoxy)ethyl)-2-(diphenylmethyleneamino)-6-(4,4,5,5-tetramethyl-1,3,2-dioxaborolan-2-yl)hexanoate). RXN SMILES: [Cl:1][C:2]1[CH:32]=[CH:31][C:5]([O:6][CH2:7][CH2:8][CH:9]([N:17]=[C:18]([C:25]2[CH:30]=[CH:29][CH:28]=[CH:27][CH:26]=2)[C:19]2[CH:24]=[CH:23][CH:22]=[CH:21][CH:20]=2)[C:10]([O:12][C:13]([CH3:16])([CH3:15])[CH3:14])=[O:11])=[CH:4][CH:3]=1.C[Si]([N-][Si](C)(C)C)(C)C.[Na+].I[CH2:44][CH2:45][CH2:46][CH2:47][B:48]1[O:52][C:51]([CH3:54])([CH3:53])[C:50]([CH3:56])([CH3:55])[O:49]1.O>O1CCCC1>[Cl:1][C:2]1[CH:32]=[CH:31][C:5]([O:6][CH2:7][CH2:8][C:9]([N:17]=[C:18]([C:25]2[CH:30]=[CH:29][CH:28]=[CH:27][CH:26]=2)[C:19]2[CH:24]=[CH:23][CH:22]=[CH:21][CH:20]=2)([CH2:44][CH2:45][CH2:46][CH2:47][B:48]2[O:52][C:51]([CH3:54])([CH3:53])[C:50]([CH3:55])([CH3:56])[O:49]2)[C:10]([O:12][C:13]([CH3:16])([CH3:15])[CH3:14])=[O:11])=[CH:4][CH:3]=1 |f:1.2|. Procedure details: While under a nitrogen atmosphere, a solution of tert-butyl 4-(4-chlorophenoxy)-2-(diphenylmethyleneamino)butanoate (450 mg, 1.0 mmol) in tetrahydrofuran (7 mL) was cooled to −78° C. and treated with sodium bis(trimethylsilyl)amide (2.0 mL, 1.0 M in tetrahydrofuran, 2.0 mmol) in a dropwise manner. After the addition was complete, stirring was continued for 30 minutes and 2-(4-iodobutyl)-4,4,5,5-tetramethyl-[1,3,2]dioxaborolane (931 mg, 3.0 mmol) was slowly added to the reaction mixture. Stirring... Procedure details: 5,6,7,8-Tetrahydroisoquinoline (13.3 g, 100 mmole) is dissolved in 35 ml glacial acetic acid in a 200 ml one neck round bottom flask. The solution is warmed to 95-100° C. and is treated dropwise with 30% hydrogen peroxide (28 ml). The reaction is stirred at 95-100° C. for 6h, is treated portionwise with paraformaldehyde until negative to starch iodide paper, and the volatiles are removed in vacuo. The residue is azeotroped with 2×100 ml toluene and the crude material is chromatographed over 500 ... Product: C1=[N+](C=CC=2CCCCC12)[O-] (5,6,7,8-tetrahydroisoquinoline-N-oxide). Run in C(C)(=O)O (acetic acid), one. Run at temperature 97.5 celsius. Starting materials: C=O (paraformaldehyde), starch iodide, OO (hydrogen peroxide), C1=NC=CC=2CCCCC12 (5,6,7,8-Tetrahydroisoquinoline), 6h. As a reaction SMILES: [CH:1]1[C:10]2[CH2:9][CH2:8][CH2:7][CH2:6][C:5]=2[CH:4]=[CH:3][N:2]=1.[OH:11]O.C=O>C(O)(=O)C>[CH:1]1[C:10]2[CH2:9][CH2:8][CH2:7][CH2:6][C:5]=2[CH:4]=[CH:3][N+:2]=1[O-:11]. Isolated yield 86.0%. The reactants are C(CCCCCC)Br (n-Heptyl bromide), C(CC(=O)C)(=O)OC (Methyl acetoacetate), C[O-].[Na+] (sodium methoxide), [Na] (sodium). Run in CO (MeOH). Product: C(CC(=O)C)(=O)OC(CC)CCCCC (Methyl-2-n-Heptyl Acetoacetate). Yield: 78.0%. Reaction SMILES: [C:1]([O:7]C)(=[O:6])[CH2:2][C:3]([CH3:5])=[O:4].[CH3:9][O-].[Na+].[Na].[CH2:13](Br)[CH2:14][CH2:15][CH2:16][CH2:17][CH2:18][CH3:19]>CO>[C:1]([O:7][CH:14]([CH2:15][CH2:16][CH2:17][CH2:18][CH3:19])[CH2:13][CH3:9])(=[O:6])[CH2:2][C:3]([CH3:5])=[O:4] |f:1.2,^1:11|. Procedure: Methyl acetoacetate (20.00 g, 172.2 mmol) was treated with sodium methoxide (NaOMe)/MeOH (freshly prepared by dissolving 4.00 g sodium in 200 mL anhydrous MeOH at 0° C.) at room temperature for 20 minutes. n-Heptyl bromide (24.60 mL, 156.6 mmol, 0.9 equiv.) was added and the solution was refluxed for 24 hours. Methanol was evaporated and the residue was treated with 5% hydrogen sulfate (H2SO4) (100 mL) in acetone (200 mL) at room temperature for 2 hours. Acetone was evaporated and the aqueous la...